This data is from the Open Reaction Database (ORD), a public repository of structured organic reaction records. The task is: describe an organic reaction: reactants, conditions, products, and yield Reactants: [S] (sulfur), C(C)O[Si](CCCSSCCC[Si](OCC)(OCC)OCC)(OCC)OCC (bis-[γ-(triethoxysilyl)-propyl]-disulfide), [S] (sulfur), [S] (sulfur). Solvent: disulfides, tetrasulfides. Product: C(C)O[Si](CCCSSSCCC[Si](OCC)(OCC)OCC)(OCC)OCC (Bis-[γ-(triethoxysilyl)-propyl]-trisulfide). Reaction SMILES: C(O[Si](OCC)(OCC)CCC[S:8][S:9][CH2:10][CH2:11][CH2:12][Si:13]([O:20][CH2:21][CH3:22])([O:17][CH2:18][CH3:19])[O:14][CH2:15][CH3:16])C.[S]>>[CH2:15]([O:14][Si:13]([O:20][CH2:21][CH3:22])([O:17][CH2:18][CH3:19])[CH2:12][CH2:11][CH2:10][S:9][S:8][S:9][CH2:10][CH2:11][CH2:12][Si:13]([O:14][CH2:15][CH3:16])([O:17][CH2:18][CH3:19])[O:20][CH2:21][CH3:22])[CH3:16] |^3:28|. Reported procedure: 47.5 g of bis-[γ-(triethoxysilyl)-propyl]-disulfide (0.1 mole) was heated together with 3.2 g of sulfur (0.1 mole) under a nitrogen gas atmosphere for about 15 hours at about 150°C, until all of the sulfur had dissolved and did not crystallize out again upon cooling. A dark red liquid was formed, which a thin-layer chromatogram showed to contain no free sulfur, and in which disulfides and tetrasulfides are dissolved as shown by mass spectrographic analysis. The reactants are CCCCCCC(C)(C)c1ccc(C2CC(=O)C=C(OC)C2)c(OCc2ccccc2)c1, CN(C)P(=O)(N(C)C)N(C)C, CI, [Li]C(C)(C)[N-]C(C)C, C1CCOC1. The product is CCCCCCC(C)(C)c1ccc(C2CC(OC)=CC(=O)C2C)c(OCc2ccccc2)c1. RXN SMILES: [CH2:9]([c:10]1[cH:11][cH:12][cH:13][cH:14][cH:15]1)[O:16][c:17]1[c:18]([CH:32]2[CH2:33][C:34]([O:39][CH3:40])=[CH:35][C:36](=[O:38])[CH2:37]2)[cH:19][cH:20][c:21]([C:23]([CH2:24][CH2:25][CH2:26][CH2:27][CH2:28][CH3:29])([CH3:30])[CH3:31])[cH:22]1.[CH3:41][N:42]([P:43]([N:44]([CH3:45])[CH3:46])([N:47]([CH3:48])[CH3:49])=[O:50])[CH3:51].[CH3:52][I:53].[Li:1][C:2]([N-:3][CH:4]([CH3:5])[CH3:6])([CH3:7])[CH3:8].[O:54]1[CH2:55][CH2:56][CH2:57][CH2:58]1>>[CH3:2][CH:37]1[CH:32]([c:18]2[c:17]([O:16][CH2:9][c:10]3[cH:11][cH:12][cH:13][cH:14][cH:15]3)[cH:22][c:21]([C:23]([CH2:24][CH2:25][CH2:26][CH2:27][CH2:28][CH3:29])([CH3:30])[CH3:31])[cH:20][cH:19]2)[CH2:33][C:34]([O:39][CH3:40])=[CH:35][C:36]1=[O:38].